Dataset: the Open Reaction Database (ORD), a public repository of structured organic reaction records. Task: describe an organic reaction: reactants, conditions, products, and yield Starting materials: aqueous solution, Cl (hydrochloric acid), FC(C=1C=C(CN(C(C2=CN=C(C=C2C2=C(C=CC=C2)C)C2=C(C=CC=C2)OC)=O)C)C=C(C1)C(F)(F)F)(F)F (N-(3,5-bis-trifluoromethyl-benzyl)-6-(2-methoxy-phenyl)-N-methyl-4-o-tolyl-nicotinamide), solution, B(Br)(Br)Br (boron tribromide), [OH-].[Na+] (sodium hydroxide). Solvent: O (Water), ClCCl (dichloromethane), ClCCl (dichloromethane). The product is FC(C=1C=C(CN(C(C2=CN=C(C=C2C2=C(C=CC=C2)C)C2=C(C=CC=C2)O)=O)C)C=C(C1)C(F)(F)F)(F)F (N-(3,5-Bis-trifluoromethyl-benzyl)-6-(2-hydroxy-phenyl)-N-methyl-4-o-tolyl-nicotinamide). Yield: 87.9%. RXN SMILES: [F:1][C:2]([F:40])([F:39])[C:3]1[CH:4]=[C:5]([CH:32]=[C:33]([C:35]([F:38])([F:37])[F:36])[CH:34]=1)[CH2:6][N:7]([CH3:31])[C:8](=[O:30])[C:9]1[C:14]([C:15]2[CH:20]=[CH:19][CH:18]=[CH:17][C:16]=2[CH3:21])=[CH:13][C:12]([C:22]2[CH:27]=[CH:26][CH:25]=[CH:24][C:23]=2[O:28]C)=[N:11][CH:10]=1.B(Br)(Br)Br.Cl.[OH-].[Na+]>ClCCl.O>[F:39][C:2]([F:1])([F:40])[C:3]1[CH:4]=[C:5]([CH:32]=[C:33]([C:35]([F:38])([F:37])[F:36])[CH:34]=1)[CH2:6][N:7]([CH3:31])[C:8](=[O:30])[C:9]1[C:14]([C:15]2[CH:20]=[CH:19][CH:18]=[CH:17][C:16]=2[CH3:21])=[CH:13][C:12]([C:22]2[CH:27]=[CH:26][CH:25]=[CH:24][C:23]=2[OH:28])=[N:11][CH:10]=1 |f:3.4|. Procedure: To a solution of 80 mg (0.14 mmol) N-(3,5-bis-trifluoromethyl-benzyl)-6-(2-methoxy-phenyl)-N-methyl-4-o-tolyl-nicotinamide in 1.5 ml dichloromethane 0.17 ml of a 1M solution of boron tribromide in dichloromethane (0.17 mmol) were added dropwise at 0° C. The temperature was allowed to warm to room temperature over night. Water and a 1M aqueous solution of hydrochloric acid were added. After 5 min the mixture was neutralized by addition of 1M aqueous sodium hydroxide solution and extracted with di... Starting materials: CCCCC(Br)C(=O)OC, Cc1cc(N)ccc1F, [K+], [K+], O=C([O-])[O-], CN(C)C=O, O. Product: CCCCC(Nc1ccc(F)c(C)c1)C(=O)OC. Reaction SMILES: [CH3:1][O:2][C:3]([CH:4]([CH2:5][CH2:6][CH2:7][CH3:8])[Br:9])=[O:10].[F:11][c:12]1[c:13]([CH3:19])[cH:14][c:15]([NH2:16])[cH:17][cH:18]1.[K+:20].[K+:21].[O-:22][C:23]([O-:24])=[O:25].[O:26]=[CH:27][N:28]([CH3:29])[CH3:30].[OH2:31]>>[CH3:1][O:2][C:3]([CH:4]([CH2:5][CH2:6][CH2:7][CH3:8])[NH:16][c:15]1[cH:14][c:13]([CH3:19])[c:12]([F:11])[cH:18][cH:17]1)=[O:10]. Reactants: Cl.CC1OC(C(C(C1C(=O)OC)NCC1=CC=CC=C1)C)=O (Methyl (2SR,3SR,4RS,5RS)-tetrahydro-2,5-dimethyl-6-oxo-4-benzylamino-2H-pyrane-3-carboxylate hydrochloride), resultant mixture. Solvent: acid, C(C)O (ethanol). The product is CC1OC(C(C(C1C(=O)O)NCC1=CC=CC=C1)C)=O ((2SR,3SR,4RS,5RS)-tetrahydro-2,5-dimethyl-6-oxo-4-benzylamino-2H-pyrane-3-carboxylic acid). As a reaction SMILES: Cl.[CH3:2][CH:3]1[CH:8]([C:9]([O:11]C)=[O:10])[CH:7]([NH:13][CH2:14][C:15]2[CH:20]=[CH:19][CH:18]=[CH:17][CH:16]=2)[CH:6]([CH3:21])[C:5](=[O:22])[O:4]1>C(O)C>[CH3:2][CH:3]1[CH:8]([C:9]([OH:11])=[O:10])[CH:7]([NH:13][CH2:14][C:15]2[CH:20]=[CH:19][CH:18]=[CH:17][CH:16]=2)[CH:6]([CH3:21])[C:5](=[O:22])[O:4]1 |f:0.1|. Procedure: Methyl (2SR,3SR,4RS,5RS)-tetrahydro-2,5-dimethyl-6-oxo-4-benzylamino-2H-pyrane-3-carboxylate hydrochloride (110 mg) was dissolved in conc. hydrochliric acid (0.9 ml), and the resultant mixture was refluxed for 2 hours. After cooling, the reaction mixture was diluted with ethanol and distilled under reduced pressure. The residue was purified by thin layer chromatography to give (2SR,3SR,4RS,5RS)-tetrahydro-2,5-dimethyl-6-oxo-4-benzylamino-2H-pyrane-3-carboxylic acid. The reactants are ClC1=C(C=C(C(=O)Cl)C=C1)C1=NC(=NO1)CN1C(=CC2=C(C(=CC=C12)C#N)C(F)(F)F)CCC (4-chloro-3-(3-{[5-cyano-2-propyl-4-(trifluoromethyl)-1H-indol-1-yl]methyl}-1,2,4-oxadiazol-5-yl)benzoyl chloride), N (NH3). Solvent: CO (MeOH). Run at time 2 hour. Product: ClC1=C(C=C(C(=O)N)C=C1)C1=NC(=NO1)CN1C(=CC2=C(C(=CC=C12)C#N)C(F)(F)F)CCC (4-Chloro-3-(3-{[5-cyano-2-propyl-4-(trifluoromethyl)-1H-indol-1-yl]methyl}-1,2,4-oxadiazol-5-yl)benzamide). Isolated yield 58.0%. RXN SMILES: [Cl:1][C:2]1[CH:10]=[CH:9][C:5]([C:6](Cl)=[O:7])=[CH:4][C:3]=1[C:11]1[O:15][N:14]=[C:13]([CH2:16][N:17]2[C:25]3[C:20](=[C:21]([C:28]([F:31])([F:30])[F:29])[C:22]([C:26]#[N:27])=[CH:23][CH:24]=3)[CH:19]=[C:18]2[CH2:32][CH2:33][CH3:34])[N:12]=1.[NH3:35]>CO>[Cl:1][C:2]1[CH:10]=[CH:9][C:5]([C:6]([NH2:35])=[O:7])=[CH:4][C:3]=1[C:11]1[O:15][N:14]=[C:13]([CH2:16][N:17]2[C:25]3[C:20](=[C:21]([C:28]([F:29])([F:30])[F:31])[C:22]([C:26]#[N:27])=[CH:23][CH:24]=3)[CH:19]=[C:18]2[CH2:32][CH2:33][CH3:34])[N:12]=1. Reported procedure: A round bottom flask was mixed with 4-chloro-3-(3-{[5-cyano-2-propyl-4-(trifluoromethyl)-1H-indol-1-yl]methyl}-1,2,4-oxadiazol-5-yl)benzoyl chloride (0.037 g, 0.07 mmol) and 2.0 M NH3 in MeOH (5.0 mL). The mixture was stirred at rt for 2 h and concentrated to dryness. The resulting solid was crystallized with Et2O, filtered in vacuo and dried under high vacuum to afford a pure solid (0.021 g, 58% yield): MS (ES) m/z 487(M+). Reactants: C(#N)C1=CC=C(C=C1)CCCI (3-(4-cyanophenyl)propyl iodide), N1CCNCC1 (piperazine), [K] (potassium). Solvent: O1CCCC1 (tetrahydrofuran). The product is C(#N)C1=CC=C(C=C1)CCCN1CCNCC1 (1-[3-(4-cyanophenyl)propyl]piperazine). Isolated yield 66.2%. As a reaction SMILES: [C:1]([C:3]1[CH:8]=[CH:7][C:6]([CH2:9][CH2:10][CH2:11]I)=[CH:5][CH:4]=1)#[N:2].[NH:13]1[CH2:18][CH2:17][NH:16][CH2:15][CH2:14]1.[K]>O1CCCC1>[C:1]([C:3]1[CH:8]=[CH:7][C:6]([CH2:9][CH2:10][CH2:11][N:13]2[CH2:18][CH2:17][NH:16][CH2:15][CH2:14]2)=[CH:5][CH:4]=1)#[N:2] |^1:18|. Procedure details: A solution of 250 mg of 3-(4-cyanophenyl)propyl iodide, 0.85 g of anhydrous piperazine and 0.5 g of potassium carbonated in 10 ml of tetrahydrofuran was refluxed for 2 hours. The reaction mixture was concentrated under reduced pressure and, after addition of saturated aqueous solution of sodium chloride, the residue was extracted with ethyl acetate. The organic layer was washed with saturated aqueous solution of sodium chloride, dried over anhydrous sodium sulfate and concentrated under reduced ... RXN SMILES: [CH3:25][S:26]([CH3:27])=[O:28].[Cl:12][c:13]1[c:14]([C:15]#[N:16])[cH:17][c:18]([N+:21](=[O:22])[O-:23])[cH:19][cH:20]1.[Na+:11].[OH-:10].[OH2:24].[OH:1][c:2]1[cH:3][cH:4][c:5]([Cl:6])[cH:7][c:8]1[Cl:9]>>[O:1]([c:2]1[cH:3][cH:4][c:5]([Cl:6])[cH:7][c:8]1[Cl:9])[c:13]1[c:14]([C:15]#[N:16])[cH:17][c:18]([N+:21](=[O:22])[O-:23])[cH:19][cH:20]1. The reactants are CS(C)=O, N#Cc1cc([N+](=O)[O-])ccc1Cl, [Na+], [OH-], O, Oc1ccc(Cl)cc1Cl. Product: N#Cc1cc([N+](=O)[O-])ccc1Oc1ccc(Cl)cc1Cl. Reaction SMILES: [CH2:31]([Li:32])[CH2:33][CH2:34][CH3:35].[CH3:1][O:2][C:3](=[O:4])[c:5]1[cH:6][c:7]2[c:8]([n:9][cH:10]1)[n:11]([S:14](=[O:15])(=[O:16])[c:17]1[cH:18][cH:19][cH:20][cH:21][cH:22]1)[cH:12][cH:13]2.[CH3:36][CH2:37][CH2:38][CH2:39][CH2:40][CH3:41].[CH:23]([N-:24][CH:25]([CH3:26])[CH3:27])([CH3:28])[CH3:29].[CH:42]([NH:43][CH:44]([CH3:45])[CH3:46])([CH3:47])[CH3:48].[CH:49]([CH2:50][CH:51]([CH3:52])[CH3:53])=[O:54].[Li+:30].[O:55]1[CH2:56][CH2:57][CH2:58][CH2:59]1>>[CH3:1][O:2][C:3](=[O:4])[c:5]1[cH:6][c:7]2[c:8]([n:9][cH:10]1)[n:11]([S:14](=[O:15])(=[O:16])[c:17]1[cH:18][cH:19][cH:20][cH:21][cH:22]1)[c:12]([CH:49]([CH2:50][CH:51]([CH3:52])[CH3:53])[OH:54])[cH:13]2. Product: COC(=O)c1cnc2c(c1)cc(C(O)CC(C)C)n2S(=O)(=O)c1ccccc1. Reactants: [Li]CCCC, COC(=O)c1cnc2c(ccn2S(=O)(=O)c2ccccc2)c1, CCCCCC, CC(C)[N-]C(C)C, CC(C)NC(C)C, CC(C)CC=O, [Li+], C1CCOC1. The reactants are CO, O=C1CC(c2ccc([N+](=O)[O-])cc2)CC(=O)N1. Product: Nc1ccc(C2CC(=O)NC(=O)C2)cc1. Reaction SMILES: [CH3:18][OH:19].[N+:1]([O-:2])(=[O:3])[c:4]1[cH:5][cH:6][c:7]([CH:10]2[CH2:11][C:12](=[O:17])[NH:13][C:14](=[O:16])[CH2:15]2)[cH:8][cH:9]1>>[NH2:1][c:4]1[cH:5][cH:6][c:7]([CH:10]2[CH2:11][C:12](=[O:17])[NH:13][C:14](=[O:16])[CH2:15]2)[cH:8][cH:9]1. Reactants: CC(=O)c1cccc2c1OC1(CC1)C2=O, [O-]Cl, Cl, [Na+], [Na+], O, O=S([O-])O. Product: O=C(O)c1cccc2c1OC1(CC1)C2=O. As a reaction SMILES: [C:1]([CH3:2])(=[O:3])[c:4]1[cH:5][cH:6][cH:7][c:8]2[c:9]1[O:10][C:11]1([C:12]2=[O:13])[CH2:14][CH2:15]1.[Cl:16][O-:17].[ClH:24].[Na+:18].[Na+:23].[OH2:25].[S:19](=[O:20])([O-:21])[OH:22]>>[C:1]([OH:3])([c:4]1[cH:5][cH:6][cH:7][c:8]2[c:9]1[O:10][C:11]1([C:12]2=[O:13])[CH2:14][CH2:15]1)=[O:20]. The reactants are ClC(Cl)(Cl)Cl, CC[N+](CC)(CC)CC, CN(C)C=O, COc1ccc(C=O)cc1, ClC(Cl)Cl, Cc1ccc(S(=O)(=O)O)cc1. The product is COc1ccc(C(O)C(Cl)(Cl)Cl)cc1. As a reaction SMILES: [C:36]([Cl:37])([Cl:38])([Cl:39])[Cl:40].[CH2:1]([N+:2]([CH2:3][CH3:4])([CH2:5][CH3:6])[CH2:7][CH3:8])[CH3:9].[CH3:21][N:22]([CH3:23])[CH:24]=[O:25].[CH3:26][O:27][c:28]1[cH:29][cH:30][c:31]([CH:32]=[O:33])[cH:34][cH:35]1.[CH:41]([Cl:42])([Cl:43])[Cl:44].[c:10]1([CH3:11])[cH:12][cH:13][c:14]([S:15]([OH:16])(=[O:17])=[O:18])[cH:19][cH:20]1>>[CH3:26][O:27][c:28]1[cH:29][cH:30][c:31]([CH:32]([OH:33])[C:36]([Cl:37])([Cl:38])[Cl:39])[cH:34][cH:35]1.